From a dataset of the Open Reaction Database (ORD), a public repository of structured organic reaction records. describe an organic reaction: reactants, conditions, products, and yield The reactants are FC=1C=CC(=C(OCC2=C3C(=CC(NC3=CC=C2C2=C(C=C(C=C2)O)OC)(C)C)C)C1)C (5-(5-fluoro-2-methylphenoxymethyl)-6-(4-hydroxy-2-methoxyphenyl)-2,2,4-trimethyl-1,2-dihydroquinoline), C(=O)(N1C=NC=C1)N1C=NC=C1 (1,1′-carbonyldiimidazole), CN(CCNC)C (N,N,N′-trimethylethylenediamine). The reagents and catalysts are CN(C1=CC=NC=C1)C (4-dimethylaminopyridine). Solvent: O1CCCC1 (tetrahydrofuran). Reaction conditions: time 1 hour. Product: CN(CCN(C)C(=O)OC1=CC(=C(C=C1)C=1C(=C2C(=CC(NC2=CC1)(C)C)C)COC1=C(C=CC(=C1)F)C)OC)C (6-[4-[N-(2-dimethylaminoethyl)-N-methylaminocarbonyloxy]-2-methoxyphenyl]-5-(5-fluoro-2-methylphenoxymethyl)-2,2,4-trimethyl-1,2-dihydroquinoline). Isolated yield 29.7%. As a reaction SMILES: [F:1][C:2]1[CH:3]=[CH:4][C:5]([CH3:32])=[C:6]([CH:31]=1)[O:7][CH2:8][C:9]1[C:18]([C:19]2[CH:24]=[CH:23][C:22]([OH:25])=[CH:21][C:20]=2[O:26][CH3:27])=[CH:17][CH:16]=[C:15]2[C:10]=1[C:11]([CH3:30])=[CH:12][C:13]([CH3:29])([CH3:28])[NH:14]2.[C:33](N1C=CN=C1)(N1C=CN=C1)=[O:34].[CH3:45][N:46]([CH3:51])[CH2:47][CH2:48][NH:49][CH3:50]>CN(C)C1C=CN=CC=1.O1CCCC1>[CH3:45][N:46]([CH3:51])[CH2:47][CH2:48][N:49]([C:33]([O:25][C:22]1[CH:23]=[CH:24][C:19]([C:18]2[C:9]([CH2:8][O:7][C:6]3[CH:31]=[C:2]([F:1])[CH:3]=[CH:4][C:5]=3[CH3:32])=[C:10]3[C:15](=[CH:16][CH:17]=2)[NH:14][C:13]([CH3:28])([CH3:29])[CH:12]=[C:11]3[CH3:30])=[C:20]([O:26][CH3:27])[CH:21]=1)=[O:34])[CH3:50]. Procedure: A mixture of 5-(5-fluoro-2-methylphenoxymethyl)-6-(4-hydroxy-2-methoxyphenyl)-2,2,4-trimethyl-1,2-dihydroquinoline (Reference Compound No. 3-1, 26.0 mg, 0.0600 mmol), 1,1′-carbonyldiimidazole (31.4 mg, 0.194 mmol) and 4-dimethylaminopyridine (1.1 mg, 0.0090 mmol) was dissolved in anhydrous tetrahydrofuran (0.6 mL), and then the mixture was stirred at room temperature for 1 hour. N,N,N′-trimethylethylenediamine (15 μL, 0.12 mmol) was added thereto, the mixture was stirred at room temperature for ... Starting materials: ice, [BH4-].[Li+] (lithium borohydride), COC1=CC=C(C=C1)CC1CC2CC(C(NC2CC1)=O)C(=O)OCC (ethyl 3,4,4a,5,6,7,8,8a-octahydro-6-((4-methoxyphenyl)methyl)quinolin-2[1H]-one-3-carboxylate), Cl (hydrogen chloride). Solvent: C1CCOC1 (THF), C1CCOC1 (THF), C1CCOC1 (THF). Reaction conditions: temperature 0 celsius, time 2 hour. Yields the product OCC1C(NC2CCC(CC2C1)CC1=CC=C(C=C1)OC)=O ((±)-(3RS,4aRS,6SR,8aSR)-3,4,4a,5,6,7,8,8a-octahydro-3-hydroxymethyl-6-((4-methoxyphenyl)methyl)quinolin-2[1H]-one). Reaction SMILES: [CH3:1][O:2][C:3]1[CH:8]=[CH:7][C:6]([CH2:9][CH:10]2[CH2:19][CH2:18][CH:17]3[CH:12]([CH2:13][CH:14]([C:21](OCC)=[O:22])[C:15](=[O:20])[NH:16]3)[CH2:11]2)=[CH:5][CH:4]=1.[BH4-].[Li+].Cl>C1COCC1>[OH:22][CH2:21][CH:14]1[CH2:13][CH:12]2[CH:17]([CH2:18][CH2:19][CH:10]([CH2:9][C:6]3[CH:5]=[CH:4][C:3]([O:2][CH3:1])=[CH:8][CH:7]=3)[CH2:11]2)[NH:16][C:15]1=[O:20] |f:1.2|. Procedure details: In a manner analogous to Example 1 step b), but using THF solvent instead of CH2Cl2, ethyl 3,4,4a,5,6,7,8,8a-octahydro-6-((4-methoxyphenyl)methyl)quinolin-2[1H]-one-3-carboxylate was prepared as a 60:40 w/w mixture of (±)-(3RS,4aSR,6RS,8aRS) to (±)-(3SR,4aSR,6RS,8aRS) isomers). This product was suspended in THF (20 ml) at 0° C. and an ice cold solution of 1M lithium borohydride in THF (13.1 ml) was added. The mixture was left to stir 51/2 hours at 0° C. and then was added to methanolic hydrogen ... Reactants: FC1=CC=C(CN(C2=NC=CC=C2)CCN(CCCN)C)C=C1 (N-[2-[N-(4-fluorobenzyl)-N-(2-pyridyl)amino]ethyl]-N-methyl-1,3-propanediamine), C(=O)(N1C=NC=C1)N1C=NC=C1 (1,1'-carbonyldiimidazole), N1(CCCCC1)CC=1C=C(OCCCN)C=CC1 (3-[3-(piperidinomethyl)phenoxy]propylamine). Yields the product FC1=CC=C(CN(C2=NC=CC=C2)CCN(C)CCCNC(=O)NCCCOC2=CC(=CC=C2)CN2CCCCC2)C=C1 (N-[3-[N-[2-[N-(4-fluorobenzyl)-N-(2-pyridyl)amino]ethyl]-N-methylamino]propyl]-N'-[3-[3-(piperidinomethyl)phenoxy]propyl]urea). RXN SMILES: [F:1][C:2]1[CH:23]=[CH:22][C:5]([CH2:6][N:7]([CH2:14][CH2:15][N:16]([CH3:21])[CH2:17][CH2:18][CH2:19][NH2:20])[C:8]2[CH:13]=[CH:12][CH:11]=[CH:10][N:9]=2)=[CH:4][CH:3]=1.[C:24](N1C=CN=C1)(N1C=CN=C1)=[O:25].[N:36]1([CH2:42][C:43]2[CH:44]=[C:45]([CH:51]=[CH:52][CH:53]=2)[O:46][CH2:47][CH2:48][CH2:49][NH2:50])[CH2:41][CH2:40][CH2:39][CH2:38][CH2:37]1>>[F:1][C:2]1[CH:23]=[CH:22][C:5]([CH2:6][N:7]([CH2:14][CH2:15][N:16]([CH2:17][CH2:18][CH2:19][NH:20][C:24]([NH:50][CH2:49][CH2:48][CH2:47][O:46][C:45]2[CH:51]=[CH:52][CH:53]=[C:43]([CH2:42][N:36]3[CH2:41][CH2:40][CH2:39][CH2:38][CH2:37]3)[CH:44]=2)=[O:25])[CH3:21])[C:8]2[CH:13]=[CH:12][CH:11]=[CH:10][N:9]=2)=[CH:4][CH:3]=1. Procedure: Preparation is effected analogously to Example 63, using 0.63 g (2.0 mmol) of N-[2-[N-(4-fluorobenzyl)-N-(2-pyridyl)amino]ethyl]-N-methyl-1,3-propanediamine and the equimolar amounts of 1,1'-carbonyldiimidazole and 3-[3-(piperidinomethyl)phenoxy]propylamine as starting materials. Working up by chromatography analogously to Example 63 yields the purified title compound in the form of a viscous oil; MS (+FAB method): m/z (rel. int.[%])=591 ([M+H]+, 7), 229 (86), 109 (100). For further analysis, a ... Starting materials: C(CCC)C12CC3=C(C(=CC=C3C2=C(C(CC1)=O)C(=C)OCC)OC)Cl (9a-butyl-8-chloro-4-(1-ethoxyvinyl)-7-methoxy-1,2,9,9a-tetrahydro-3H-fluoren-3-one), Cl (HCl). Solvent: C(C)O (ethanol), O (water). Reaction conditions: temperature 80 celsius. Yields the product C(C)(=O)C=1C(CCC2(CC3=C(C(=CC=C3C12)OC)Cl)CCCC)=O (4-acetyl-9a-butyl-8-chloro-7-methoxy-1,2,9,9a-tetrahydro-3H-fluoren-3-one). RXN SMILES: [CH2:1]([C:5]12[CH2:17][CH2:16][C:15](=[O:18])[C:14]([C:19]([O:21]CC)=[CH2:20])=[C:13]1[C:12]1[C:7](=[C:8]([Cl:26])[C:9]([O:24][CH3:25])=[CH:10][CH:11]=1)[CH2:6]2)[CH2:2][CH2:3][CH3:4].Cl>C(O)C.O>[C:19]([C:14]1[C:15](=[O:18])[CH2:16][CH2:17][C:5]2([CH2:1][CH2:2][CH2:3][CH3:4])[C:13]=1[C:12]1[C:7](=[C:8]([Cl:26])[C:9]([O:24][CH3:25])=[CH:10][CH:11]=1)[CH2:6]2)(=[O:21])[CH3:20]. Procedure: The product from step 1 in ethanol (1.0 mL), water (0.2 mL) and aqueous 2N HCl (0.2 mL) was stirred and heated in an oil bath at 80° C. for 40 minutes. After cooling, the mixture was partitioned between EtOAc (20 mL) and water (20 mL). The organic phase was washed with brine (20 mL), dried over MgSO4, filtered, and evaporated under vacuum to provide 4-acetyl-9a-butyl-8-chloro-7-methoxy-1,2,9,9a-tetrahydro-3H-fluoren-3-one (54 mg) as an oil. Starting materials: ClC1=CC=CC2=C1C(N1[C@H](C=3N2C=NC3C#N)CC1)=O ((S)-8-chloro-9-oxo-12,12a-dihydro-9H,11H-azeto[2,1-c]imidazo[1,5-a][1,4]-benzodiazepine-1-carbonitrile), Cl.NO (hydroxylamine hydrochloride), [Na] (sodium), CO (methanol). The solvent is O (water). Run at time 8 hour. Product: ClC1=CC=CC2=C1C(N1[C@H](C=3N2C=NC3C(N)=NO)CC1)=O ((S)-8-chloro-9-oxo-12,12a-dihydro-9H,11H-azeto[2,1-c]imidazo[1,5-a][1,4]-benzodiazepine-1-carboxamidoxime). Isolated yield 85.0%. RXN SMILES: [Cl:1][C:2]1[C:7]2[C:8](=[O:20])[N:9]3[CH2:19][CH2:18][C@H:10]3[C:11]3[N:12]([CH:13]=[N:14][C:15]=3[C:16]#[N:17])[C:6]=2[CH:5]=[CH:4][CH:3]=1.Cl.[NH2:22][OH:23].[Na].CO>O>[Cl:1][C:2]1[C:7]2[C:8](=[O:20])[N:9]3[CH2:19][CH2:18][C@H:10]3[C:11]3[N:12]([CH:13]=[N:14][C:15]=3[C:16](=[N:22][OH:23])[NH2:17])[C:6]=2[CH:5]=[CH:4][CH:3]=1 |f:1.2,^1:23|. Procedure: 178.7 g (628 mmol) of (S)-8-chloro-9-oxo-12,12a-dihydro-9H,11H-azeto[2,1-c]imidazo[1,5-a][1,4]-benzodiazepine-1-carbonitrile and 65.5 g (941 mmol) of hydroxylamine hydrochloride were added to a solution prepared from 17.3 g (753 mmol) of sodium and 1.5 l of methanol. The reaction mixture was stirred at room temperature overnight and subsequently diluted with 1 l of water. The suspension obtained was suction filtered and the crystals were dried. There were obtained 169.7 g (85%) of (S)-8-chloro-9... The reactants are Cl (hydrochloric acid), C(C)OC1=NN(C=C1CCC(=O)OCC)CC1=CC(=NO1)OCC=1N=C(OC1C)C1=CC=CC=C1 (ethyl 3-[3-ethoxy-1-[3-(5-methyl-2-phenyl-4-oxazolylmethoxy)-5-isoxazolylmethyl]-1H-pyrazol-4-yl]propionate), [OH-].[Na+] (sodium hydroxide), O1CCCC1 (tetrahydrofuran). Solvent: C(C)O (ethanol). Run at time 3 hour. The product is C(C)OC1=NN(C=C1CCC(=O)O)CC1=CC(=NO1)OCC=1N=C(OC1C)C1=CC=CC=C1 (3-[3-ethoxy-1-[3-(5-methyl-2-phenyl-4-oxazolylmethoxy)-5-isoxazolylmethyl]-1H-pyrazol-4-yl]propionic acid). Isolated yield 93.9%. RXN SMILES: [CH2:1]([O:3][C:4]1[C:8]([CH2:9][CH2:10][C:11]([O:13]CC)=[O:12])=[CH:7][N:6]([CH2:16][C:17]2[O:21][N:20]=[C:19]([O:22][CH2:23][C:24]3[N:25]=[C:26]([C:30]4[CH:35]=[CH:34][CH:33]=[CH:32][CH:31]=4)[O:27][C:28]=3[CH3:29])[CH:18]=2)[N:5]=1)[CH3:2].[OH-].[Na+].O1CCCC1.Cl>C(O)C>[CH2:1]([O:3][C:4]1[C:8]([CH2:9][CH2:10][C:11]([OH:13])=[O:12])=[CH:7][N:6]([CH2:16][C:17]2[O:21][N:20]=[C:19]([O:22][CH2:23][C:24]3[N:25]=[C:26]([C:30]4[CH:31]=[CH:32][CH:33]=[CH:34][CH:35]=4)[O:27][C:28]=3[CH3:29])[CH:18]=2)[N:5]=1)[CH3:2] |f:1.2|. Procedure: After a mixture of ethyl 3-[3-ethoxy-1-[3-(5-methyl-2-phenyl-4-oxazolylmethoxy)-5-isoxazolylmethyl]-1H-pyrazol-4-yl]propionate (519 mg), 1N aqueous sodium hydroxide solution (3 ml), tetrahydrofuran (6 ml) and ethanol (6 ml) was stirred at room temperature for 3 hours, 1N hydrochloric acid (3 ml) was added to the mixture, and then the mixture was extracted with ethyl acetate. The ethyl acetate layer was washed with saturated aqueous sodium chloride solution, dried (MgSO4) and concentrated. The re...